Task: describe an organic reaction: reactants, conditions, products, and yield. Dataset: the Open Reaction Database (ORD), a public repository of structured organic reaction records Reactants: C(=O)([O-])[O-].[Na+].[Na+] (Na2CO3), BrC1=CC=C(C=C1)C[C@H](CC(=O)N1C[C@@H](CCC1)C1=NC2=C(N1CCCOC)C=CC=C2Cl)NC(OC(C)(C)C)=O (tert-Butyl (R)-1-(4-bromophenyl)-4-((R)-3-(4-chloro-1-(3-methoxypropyl)-1H-benzo[d]imidazol-2-yl)piperidin-1-yl)-4-oxobutan-2-ylcarbamate), C1(=CC=CC=C1)B(O)O (phenylboronic acid), O1CCOCC1 (Dioxane). Reagents/catalysts: C1=CC=C(C=C1)P([C-]2C=CC=C2)C3=CC=CC=C3.C1=CC=C(C=C1)P([C-]2C=CC=C2)C3=CC=CC=C3.Cl[Pd]Cl.[Fe+2] (PdCl2(dppf)). Solvent: O (water). Run at temperature 110 celsius. Product: C1(=CC=C(C=C1)C[C@H](CC(=O)N1C[C@@H](CCC1)C1=NC2=C(N1CCCOC)C=CC=C2Cl)NC(OC(C)(C)C)=O)C2=CC=CC=C2 (tert-butyl (R)-1-(biphenyl-4-yl)-4-((R)-3-(4-chloro-1-(3-methoxypropyl)-1H-benzo[d]imidazol-2-yl)piperidin-1-yl)-4-oxobutan-2-ylcarbamate). RXN SMILES: Br[C:2]1[CH:7]=[CH:6][C:5]([CH2:8][C@@H:9]([NH:34][C:35](=[O:41])[O:36][C:37]([CH3:40])([CH3:39])[CH3:38])[CH2:10][C:11]([N:13]2[CH2:18][CH2:17][CH2:16][C@@H:15]([C:19]3[N:23]([CH2:24][CH2:25][CH2:26][O:27][CH3:28])[C:22]4[CH:29]=[CH:30][CH:31]=[C:32]([Cl:33])[C:21]=4[N:20]=3)[CH2:14]2)=[O:12])=[CH:4][CH:3]=1.[C:42]1(B(O)O)[CH:47]=[CH:46][CH:45]=[CH:44][CH:43]=1.O1CCOCC1.C([O-])([O-])=O.[Na+].[Na+]>C1C=CC(P(C2C=CC=CC=2)[C-]2C=CC=C2)=CC=1.C1C=CC(P(C2C=CC=CC=2)[C-]2C=CC=C2)=CC=1.Cl[Pd]Cl.[Fe+2].O>[C:2]1([C:42]2[CH:47]=[CH:46][CH:45]=[CH:44][CH:43]=2)[CH:7]=[CH:6][C:5]([CH2:8][C@@H:9]([NH:34][C:35](=[O:41])[O:36][C:37]([CH3:40])([CH3:39])[CH3:38])[CH2:10][C:11]([N:13]2[CH2:18][CH2:17][CH2:16][C@@H:15]([C:19]3[N:23]([CH2:24][CH2:25][CH2:26][O:27][CH3:28])[C:22]4[CH:29]=[CH:30][CH:31]=[C:32]([Cl:33])[C:21]=4[N:20]=3)[CH2:14]2)=[O:12])=[CH:4][CH:3]=1 |f:3.4.5,6.7.8.9|. Procedure: tert-Butyl (R)-1-(4-bromophenyl)-4-((R)-3-(4-chloro-1-(3-methoxypropyl)-1H-benzo[d]imidazol-2-yl)piperidin-1-yl)-4-oxobutan-2-ylcarbamate (48B) (0.245 mmol, crude oil) and phenylboronic acid (0.294 mmol, 0.036 g) were added to a 5 mL microwave vessel equipped with a magnetic stir bar. Dioxane (2 mL) and Na2CO3 (1 mL of a 2M in aq. soln.) were then added and the reaction vessel was flushed with nitrogen gas. PdCl2(dppf) (0.025 mmol, 0.018 g) was added, the reaction vessel was sealed and placed in...